Dataset: the Open Reaction Database (ORD), a public repository of structured organic reaction records. Task: describe an organic reaction: reactants, conditions, products, and yield The reactants are ClC1=C(C=C(C=C1)C(F)(F)F)[N+](=O)[O-] (2-chloro-5-trifluoromethylnitrobenzene), C1=CC(=CC(=C1)S(=O)(=O)[O-])P(C2=CC(=CC=C2)S(=O)(=O)[O-])C3=CC(=CC=C3)S(=O)(=O)[O-].[Na+].[Na+].[Na+] (TPPTS), aqueous solution, C1=CC(=CC(=C1)S(=O)(=O)[O-])P(C2=CC(=CC=C2)S(=O)(=O)[O-])C3=CC(=CC=C3)S(=O)(=O)[O-].[Na+].[Na+].[Na+] (TPPTS), P (phosphine), [OH-].[Na+] (NaOH). The reagents and catalysts are Cl[Pd]Cl (PdCl2). Solvent: C=1(C(=CC=CC1)C)C (xylene), O (H2O). The product is ClC1=C(N)C=C(C=C1)C(F)(F)F (2-chloro-5-trifluoromethylaniline). Reaction SMILES: [Cl:1][C:2]1[CH:7]=[CH:6][C:5]([C:8]([F:11])([F:10])[F:9])=[CH:4][C:3]=1[N+:12]([O-])=O.C1C=C(S([O-])(=O)=O)C=C(P(C2C=CC=C(S([O-])(=O)=O)C=2)C2C=CC=C(S([O-])(=O)=O)C=2)C=1.[Na+].[Na+].[Na+].P.[OH-].[Na+]>Cl[Pd]Cl.O.C1(C)C(C)=CC=CC=1>[Cl:1][C:2]1[CH:7]=[CH:6][C:5]([C:8]([F:9])([F:10])[F:11])=[CH:4][C:3]=1[NH2:12] |f:1.2.3.4,6.7|. Procedure: A degassed solution of 40 mmol of 2-chloro-5-trifluoromethylnitrobenzene (starting material) and 40 ml of xylene are placed in an autoclave (volume: 200 ml). 5.0 mmol of TPPTS (in the form of 9.2 g of an aqueous solution containing 0.546 mol of TPPTS/kg of solution) as phosphine and 2.4 g (60 mmol) of NaOH, 23.8 ml of H2O and 1.0 mmol of PdCl2 are added. The pH is from 10.5 to 11.0. Starting materials: FC1=C(C(=O)Cl)C=CC(=C1)C(F)(F)F (2-fluoro-4-trifluoromethylbenzoyl chloride), NC(C#N)(CN1N=C2C(=N1)C(=CC(=C2Cl)Cl)Cl)C (2-amino-2-methyl-3-(4,5,7-trichloro-2H-benzotriazol-2-yl)-propionitrile), TEA. Run in C1CCOC1 (THF), C1CCOC1 (THF). Product: C(#N)C(CN1N=C2C(=N1)C(=CC(=C2Cl)Cl)Cl)(C)NC(C2=C(C=C(C=C2)C(F)(F)F)F)=O (N-[1-Cyano-1-methyl-2-(4,5,7-trichloro-2H-benzotriazol-2-yl)-ethyl]-2-fluoro-4-trifluoromethylbenzamide), residue. Reaction SMILES: [F:1][C:2]1[CH:10]=[C:9]([C:11]([F:14])([F:13])[F:12])[CH:8]=[CH:7][C:3]=1[C:4](Cl)=[O:5].[NH2:15][C:16]([CH3:32])([CH2:19][N:20]1[N:24]=[C:23]2[C:25]([Cl:31])=[CH:26][C:27]([Cl:30])=[C:28]([Cl:29])[C:22]2=[N:21]1)[C:17]#[N:18]>C1COCC1>[C:17]([C:16]([NH:15][C:4](=[O:5])[C:3]1[CH:7]=[CH:8][C:9]([C:11]([F:14])([F:13])[F:12])=[CH:10][C:2]=1[F:1])([CH3:32])[CH2:19][N:20]1[N:24]=[C:23]2[C:25]([Cl:31])=[CH:26][C:27]([Cl:30])=[C:28]([Cl:29])[C:22]2=[N:21]1)#[N:18]. Procedure details: Using a procedure similar to that described in Example 60, except using a solution of 2-fluoro-4-trifluoromethylbenzoyl chloride (0.16 mmole) in THF and a solution of 2-amino-2-methyl-3-(4,5,7-trichloro-2H-benzotriazol-2-yl)-propionitrile (0.075 mmole, described in Example 39) in THF mixed with TEA (3% v./v.), the title compound was isolated as solid residue (13.9 mg). It was dissolved in DMSO for further biological evaluation and analyzed by LCMS. MS (ES): M/Z [M+H]=494, RT=0.73 min. The reactants are CCOC(=O)c1[nH]c(C)c(C(=O)OCC)c1C, CCO, [K+], [OH-], O. Product: CCOC(=O)c1c(C)[nH]c(C(=O)O)c1C. RXN SMILES: [CH3:1][c:2]1[c:3]([C:13](=[O:14])[O:15][CH2:16][CH3:17])[nH:4][c:5]([CH3:12])[c:6]1[C:7](=[O:8])[O:9][CH2:10][CH3:11].[CH3:20][CH2:21][OH:22].[K+:19].[OH-:18].[OH2:23]>>[CH3:1][c:2]1[c:3]([C:13](=[O:14])[OH:15])[nH:4][c:5]([CH3:12])[c:6]1[C:7](=[O:8])[O:9][CH2:10][CH3:11]. Reactants: C(C)(=O)C1=NN(C=C(C1=O)OC)C1=C(C=C(C(=C1)F)N1CCOCC1)F (3-acetyl-1-(2,5-difluoro-4-morpholin-4-ylphenyl)-5-methoxypyridazin-4(1H)-one), COC(N(C)C)OC (N,N-dimethylformamide dimethyl acetal), C1(=CC=CC=C1)NN (phenylhydrazine). The solvent is CCOC(=O)C (AcOEt). Run at temperature 120 celsius, time 2.5 hour. Product: FC1=C(C=C(C(=C1)N1CCOCC1)F)N1N=C(C(C(=C1)OC)=O)C1=CC=NN1C1=CC=CC=C1 (1-(2,5-Difluoro-4-morpholin-4-ylphenyl)-5-methoxy-3-(1-phenyl-1H-pyrazol-5-yl)pyridazin-4(1H)-one). Isolated yield 36.0%. As a reaction SMILES: [C:1]([C:4]1[C:9](=[O:10])[C:8]([O:11][CH3:12])=[CH:7][N:6]([C:13]2[CH:18]=[C:17]([F:19])[C:16]([N:20]3[CH2:25][CH2:24][O:23][CH2:22][CH2:21]3)=[CH:15][C:14]=2[F:26])[N:5]=1)(=O)[CH3:2].[CH3:27]OC(OC)N(C)C.[C:35]1([NH:41][NH2:42])[CH:40]=[CH:39][CH:38]=[CH:37][CH:36]=1>CCOC(C)=O>[F:26][C:14]1[CH:15]=[C:16]([N:20]2[CH2:25][CH2:24][O:23][CH2:22][CH2:21]2)[C:17]([F:19])=[CH:18][C:13]=1[N:6]1[CH:7]=[C:8]([O:11][CH3:12])[C:9](=[O:10])[C:4]([C:1]2[N:41]([C:35]3[CH:40]=[CH:39][CH:38]=[CH:37][CH:36]=3)[N:42]=[CH:27][CH:2]=2)=[N:5]1. Procedure: A mixture of 3-acetyl-1-(2,5-difluoro-4-morpholin-4-ylphenyl)-5-methoxypyridazin-4(1H)-one (340 mg, 0.93 mmol) and N,N-dimethylformamide dimethyl acetal (3.4 mL) was stirred at 120° C. for 2.5 h. After cooling to room temperature, the reaction mixture was concentrated under reduced pressure. The residue was dissolved in AcOH (3.4 mL) and phenylhydrazine (0.18 mL, 1.9 mmol) was added. This mixture was stirred at room temperature for 1 h. The reaction mixture was diluted with AcOEt, and washed wit... Starting materials: FC(C(C(=O)O)(F)F)(C(=O)O)F (tetrafluorosuccinic acid), FC(C1=C(C=CC(=C1)N=C=O)N=C=O)(F)F (2-trifluoromethyl-p-phenylene diisocyanate), CN1CCCC1=O (NMP). Yields the product C1(=NNCCCCCCCC1)C1=CCCCCCCCCC1 (diazabicycloundecene). As a reaction SMILES: F[C:2](F)([C:9](O)=O)[C:3](F)(F)[C:4](O)=O.F[C:14](F)(F)[C:15]1[CH:20]=[C:19](N=C=O)[CH:18]=[CH:17][C:16]=1[N:24]=C=O.C[N:30]1[C:34](=O)[CH2:33][CH2:32][CH2:31]1>>[C:16]1([C:15]2[CH2:14][CH2:19][CH2:20][CH2:15][CH2:16][CH2:17][CH2:17][CH2:18][CH2:19][CH:20]=2)[CH2:9][CH2:2][CH2:3][CH2:4][CH2:34][CH2:33][CH2:32][CH2:31][NH:30][N:24]=1. Procedure: In a four-necked flask provided with a condenser and a nitrogen gas inlet, 1.0 mol of tetrafluorosuccinic acid and 1.0 mol of 2-trifluoromethyl-p-phenylene diisocyanate were mixed with NMP to give a solid content concentration of 20% by weight, and 0.01 mol of diazabicycloundecene was added as a catalyst to the mixture. The mixture was stirred in the flask and allowed to react at 120° C. for about four hours. The reactants are TEA, C(C)N=C=O (ethyl isocyanate), N1CC(C1)N(CC(=O)OCC)CC=1C=NC(=CC1)C1=CC2=NC=CC(=C2S1)OC1=C(C=C(C=C1)NC(=O)NC1CC1)F (ethyl 2-(azetidin-3-yl-((6-(7-(4-(3-cyclopropylureido)-2-fluorophenoxy)thieno[3,2-b]pyridin-2-yl)pyridin-3-yl)methyl)amino)acetate). The solvent is C1CCOC1 (THF). Reaction conditions: time 1 hour. Product: C1(CC1)NC(NC1=CC(=C(OC2=C3C(=NC=C2)C=C(S3)C3=CC=C(C=N3)CN(CC(=O)OCC)C3CN(C3)C(NCC)=O)C=C1)F)=O (ethyl 2-(((6-(7-(4-(3-cyclopropylureido)-2-fluorophenoxy)thieno[3,2-b]pyridin-2-yl)pyridin-3-yl)methyl)(1-(ethylcarbamoyl)azetidin-3-yl)amino)acetate). Yield: 87.3%. RXN SMILES: [NH:1]1[CH2:4][CH:3]([N:5]([CH2:12][C:13]2[CH:14]=[N:15][C:16]([C:19]3[S:27][C:26]4[C:21](=[N:22][CH:23]=[CH:24][C:25]=4[O:28][C:29]4[CH:34]=[CH:33][C:32]([NH:35][C:36]([NH:38][CH:39]5[CH2:41][CH2:40]5)=[O:37])=[CH:31][C:30]=4[F:42])[CH:20]=3)=[CH:17][CH:18]=2)[CH2:6][C:7]([O:9][CH2:10][CH3:11])=[O:8])[CH2:2]1.[CH2:43]([N:45]=[C:46]=[O:47])[CH3:44]>C1COCC1>[CH:39]1([NH:38][C:36](=[O:37])[NH:35][C:32]2[CH:33]=[CH:34][C:29]([O:28][C:25]3[CH:24]=[CH:23][N:22]=[C:21]4[CH:20]=[C:19]([C:16]5[N:15]=[CH:14][C:13]([CH2:12][N:5]([CH:3]6[CH2:2][N:1]([C:46](=[O:47])[NH:45][CH2:43][CH3:44])[CH2:4]6)[CH2:6][C:7]([O:9][CH2:10][CH3:11])=[O:8])=[CH:18][CH:17]=5)[S:27][C:26]=34)=[C:30]([F:42])[CH:31]=2)[CH2:40][CH2:41]1. Reported procedure: To a suspension of 432 (0.135 mmol) in THF (5 mL) were added TEA (0.094 mL, 0.675 mmol) and ethyl isocyanate (0.032 mL, 0.405 mmol) and stirred at RT for 1 h. The mixture was then concentrated, water was added to form a precipitate that was collected by filtration, rinsed with water, air-dried to afford the title compound 433 (78 mg, 88% yield for 2 steps) as a beige solid. 1H NMR (400 MHz, DMSO-d6) δ (ppm): 8.71 (s, 1H), 8.55 (d, J=1.6 Hz, 1H), 8.52 (d, J=5.6 Hz, 1H), 8.34 (s, 1H), 8.25 (d, J=8... Starting materials: NN1C(C2=CC=CC=C2C(=N1)N1CCOCC1)=O (2-amino-4-morpholinophthalazin-1(2H)-one), C1=C(C=CC2=CC=CC=C12)CC(=O)O (2-(naphthalen-2-yl)acetic acid). Yields the product N1(CCOCC1)C1=NN(C(C2=CC=CC=C12)=O)NC(CC1=CC2=CC=CC=C2C=C1)=O (N-[4-(morpholin-4-yl)-1-oxophthalazin-2(1H)-yl]-2-(naphthalen-2-yl)acetamide). Reaction SMILES: [NH2:1][N:2]1[N:11]=[C:10]([N:12]2[CH2:17][CH2:16][O:15][CH2:14][CH2:13]2)[C:9]2[C:4](=[CH:5][CH:6]=[CH:7][CH:8]=2)[C:3]1=[O:18].[CH:19]1[C:28]2[C:23](=[CH:24][CH:25]=[CH:26][CH:27]=2)[CH:22]=[CH:21][C:20]=1[CH2:29][C:30](O)=[O:31]>>[N:12]1([C:10]2[C:9]3[C:4](=[CH:5][CH:6]=[CH:7][CH:8]=3)[C:3](=[O:18])[N:2]([NH:1][C:30](=[O:31])[CH2:29][C:20]3[CH:21]=[CH:22][C:23]4[C:28](=[CH:27][CH:26]=[CH:25][CH:24]=4)[CH:19]=3)[N:11]=2)[CH2:17][CH2:16][O:15][CH2:14][CH2:13]1. Procedure details: The product of Example 1B and 2-(naphthalen-2-yl)acetic acid were treated using a method similar to that described in Example 111 to give the title compound. 1H NMR (500 MHz, DMSO-d6/D2O) δ 8.33-8.29 (m, 1H), 8.03-8.01 (m, 1H), 8.01-7.96 (m, 1H), 7.95-7.88 (m, 5H), 7.58-7.49 (m, 3H), 3.85 (s, 2H), 3.84-3.79 (m, 4H), 3.13-3.06 (m, 4H); MS (ESI−) M/Z 413 (M−H)−.